Dataset: the Open Reaction Database (ORD), a public repository of structured organic reaction records. Task: describe an organic reaction: reactants, conditions, products, and yield Reactants: C12C3=CC(=CC=C3C(CNC1)CC2)NC2=NC=C(C(=N2)N[C@H]2[C@@H](CCCC2)NS(=O)(=O)C)Cl (N-{(1R,2R)-2-[2-(10-aza-tricyclo[6.3.2.0*2,7*]trideca-2,4,6-trien-4-ylamino)-5-chloro-pyrimidin-4-ylamino]-cyclohexyl}-methanesulfonamide), CS(=O)(=O)Cl (methanesulfonyl chloride). Product: ClC=1C(=NC(=NC1)NC=1C=C2C3CN(CC(C2=CC1)CC3)S(=O)(=O)C)N[C@H]3[C@@H](CCCC3)NS(=O)(=O)C (N-{(1R,2R)-2-[5-Chloro-2-(10-methanesulfonyl-10-aza-tricyclo[6.3.2.0*2,7*]trideca-2,4,6-trien-4-ylamino)-pyrimidin-4-ylamino]-cyclohexyl}-methanesulfonamide). As a reaction SMILES: [CH:1]12[CH2:13][CH2:12][CH:8]([CH2:9][NH:10][CH2:11]1)[C:7]1[C:2]2=[CH:3][C:4]([NH:14][C:15]2[N:20]=[C:19]([NH:21][C@@H:22]3[CH2:27][CH2:26][CH2:25][CH2:24][C@H:23]3[NH:28][S:29]([CH3:32])(=[O:31])=[O:30])[C:18]([Cl:33])=[CH:17][N:16]=2)=[CH:5][CH:6]=1.[CH3:34][S:35](Cl)(=[O:37])=[O:36]>>[Cl:33][C:18]1[C:19]([NH:21][C@@H:22]2[CH2:27][CH2:26][CH2:25][CH2:24][C@H:23]2[NH:28][S:29]([CH3:32])(=[O:31])=[O:30])=[N:20][C:15]([NH:14][C:4]2[CH:3]=[C:2]3[C:7](=[CH:6][CH:5]=2)[CH:8]2[CH2:12][CH2:13][CH:1]3[CH2:11][N:10]([S:35]([CH3:34])(=[O:37])=[O:36])[CH2:9]2)=[N:16][CH:17]=1. Procedure: N-{(1R,2R)-2-[5-Chloro-2-(10-methanesulfonyl-10-aza-tricyclo[6.3.2.0*2,7*]trideca-2,4,6-trien-4-ylamino)-pyrimidin-4-ylamino]-cyclohexyl}-methanesulfonamide was prepared from N-{(1R,2R)-2-[2-(10-aza-tricyclo[6.3.2.0*2,7*]trideca-2,4,6-trien-4-ylamino)-5-chloro-pyrimidin-4-ylamino]-cyclohexyl}-methanesulfonamide and methanesulfonyl chloride in an analogous manner to Example 278. Product isolated as a white foam as a mixture of diastereomers (14.79 mg, 42%). LCMS (m/e) 569 (M+1); 1H-NMR (CDCl3, 40... Starting materials: C(C)(=O)OC1[C@@H](OCC2=CC=CC=C2)[C@H](OCC2=CC=CC=C2)[C@H](S1)COCC1=CC=CC=C1 (1-O-acetyl 2,3,5-tri-O-benzyl-4-thio-D-arabinofuranose), N1C(=O)N=C(N)C=C1 (cytosine), C(C)#N (acetonitrile), C[Si](N[Si](C)(C)C)(C)C (hexamethyldisilazane), Cl[Si](C)(C)C (chlorotrimethylsilane), C[Si](C)(C)OS(=O)(=O)C(F)(F)F (Trimethylsilyltrifluoromethane sulfonate). Reaction conditions: time 0.5 hour. The product is C(C1=CC=CC=C1)O[C@@H]1C(S[C@@H]([C@H]1OCC1=CC=CC=C1)COCC1=CC=CC=C1)N1C(=O)N=C(N)C=C1 (1-(2,3,5-Tri-O-benzyl-4-thio-α,β-D-arabinofuranosyl) cytosine). RXN SMILES: C(O[CH:5]1[S:25][C@H:24]([CH2:26][O:27][CH2:28][C:29]2[CH:34]=[CH:33][CH:32]=[CH:31][CH:30]=2)[C@@H:15]([O:16][CH2:17][C:18]2[CH:23]=[CH:22][CH:21]=[CH:20][CH:19]=2)[C@@H:6]1[O:7][CH2:8][C:9]1[CH:14]=[CH:13][CH:12]=[CH:11][CH:10]=1)(=O)C.[NH:35]1[CH:42]=[CH:41][C:39]([NH2:40])=[N:38][C:36]1=[O:37].C(#N)C.C[Si](C)(C)N[Si](C)(C)C.Cl[Si](C)(C)C.C[Si](OS(C(F)(F)F)(=O)=O)(C)C>>[CH2:8]([O:7][C@H:6]1[C@H:15]([O:16][CH2:17][C:18]2[CH:19]=[CH:20][CH:21]=[CH:22][CH:23]=2)[C@@H:24]([CH2:26][O:27][CH2:28][C:29]2[CH:34]=[CH:33][CH:32]=[CH:31][CH:30]=2)[S:25][CH:5]1[N:35]1[CH:42]=[CH:41][C:39]([NH2:40])=[N:38][C:36]1=[O:37])[C:9]1[CH:10]=[CH:11][CH:12]=[CH:13][CH:14]=1. Procedure: To a suspension of 1-O-acetyl 2,3,5-tri-O-benzyl-4-thio-D-arabinofuranose (478 mg, 1 mmol) and cytosine (111.0 mg, 1 mmol) in anhydrosis acetonitrile (25 mmol) were added consecutively hexamethyldisilazane (HMDS, 162 mg, 1 mmol) and chlorotrimethylsilane (TMSCI, 434 mg, 4 mmol), and the mixture was stirred at room temperature for 0.5 hours. This solution was cooled to −78 ° C. Trimethylsilyltrifluoromethane sulfonate (267 mg, 1.2 mmol) was added and the resulting solution was stirred at −78 ° C ... The reactants are ClC1=CC=C(C=C1)C(C(=O)N)CCCC (p-chlorophenyl hexanamide), B#B.O1CCCC1 (diborane tetrahydrofuran), O1CCCC1 (tetrahydrofuran), Cl (hydrochloric acid). Conditions: temperature 0 celsius, time 15 minute. Yields the product ClC1=CC=C(C=C1)CCCCCCN (6-(p-Chlorophenyl)hexylamine). The yield is 67.0%. Reaction SMILES: Cl[C:2]1C=C[C:5]([CH:8](CCCC)[C:9]([NH2:11])=O)=[CH:4][CH:3]=1.B#B.O1[CH2:22][CH2:21][CH2:20][CH2:19]1.[ClH:23].O1[CH2:28][CH2:27]CC1>>[Cl:23][C:19]1[CH:28]=[CH:27][C:22]([CH2:2][CH2:3][CH2:4][CH2:5][CH2:8][CH2:9][NH2:11])=[CH:21][CH:20]=1 |f:1.2|. Reported procedure: A solution of 16.4 g (0.073 mole) of 6-(p-chlorophenyl hexanamide (VI) in 30 ml. of dry tetrahydrofuran was added dropwise to a stirred solution of 170 ml of 1.0M diborane/tetrahydrofuran solution (Aldrich) at 0° C. under a nitrogen atmosphere. After addition, the mixture was stirred at 0° C. for 15 minutes, then warmed to reflux and kept there for 2.5 hours. The mixture was cooled to room temperature, and 85 ml of 6N hydrochloric acid was added cautiously to quench the reaction. The solvent was... Reactants: CC(CCN1C(OC2=C1C=CC=C2)=O)(C)[N+](=O)[O-] (3-(3-methyl-3-nitro-butyl)-3H-benzoxazol-2-one). Reagents/catalysts: [Ni] (Raney nickel). Solvent: C(C)O (ethanol). Product: NC(CCN1C(OC2=C1C=CC=C2)=O)(C)C (3-(3-amino-3-methyl-butyl)-3H-benzoxazol-2-one). Reaction SMILES: [CH3:1][C:2]([N+:16]([O-])=O)([CH3:15])[CH2:3][CH2:4][N:5]1[C:9]2[CH:10]=[CH:11][CH:12]=[CH:13][C:8]=2[O:7][C:6]1=[O:14]>C(O)C.[Ni]>[NH2:16][C:2]([CH3:15])([CH3:1])[CH2:3][CH2:4][N:5]1[C:9]2[CH:10]=[CH:11][CH:12]=[CH:13][C:8]=2[O:7][C:6]1=[O:14]. Procedure: 11.0 g 3-(3-methyl-3-nitro-butyl)-3H-benzoxazol-2-one from the reaction described above are dissolved in 130 mL ethanol and hydrogenated with Raney nickel as catalyst at 5 bar for 20 hours. The catalyst is filtered off and the filtrate is freed from the solvent. 10% ethanolic hydrochloric acid is added, the solvent is distilled off and the residue is stirred in an acetone/diethyl ether mixture. White solid. Yield: 6.0 g (77% over 2 steps, hydrochloride); melting range=145-147° C. Reactants: C(C)(=O)OCC (ethyl acetate), C(C)C1=NN=C(S1)NC(C(F)(F)F)=O (5-ethyl-2-trifluoroacetylamino-1,3,4-thiadiazole), IC1=CC=C(CBr)C=C1 (4-iodobenzyl bromide), C([O-])([O-])=O.[K+].[K+] (potassium carbonate). The solvent is CN(C=O)C (N,N-dimethylformamide), CCCCCC (n-hexane). Reaction conditions: time 8 hour. The product is C(C)C1=NN(C(S1)=NC(C(F)(F)F)=O)CC1=CC=C(C=C1)I (5-ethyl-2-trifluoroacetylimino-3-(4-iodobenzyl)-1,3,4-thiadiazoline). The yield is 76.9%. RXN SMILES: [CH2:1]([C:3]1[S:7][C:6]([NH:8][C:9](=[O:14])[C:10]([F:13])([F:12])[F:11])=[N:5][N:4]=1)[CH3:2].[I:15][C:16]1[CH:23]=[CH:22][C:19]([CH2:20]Br)=[CH:18][CH:17]=1.C(=O)([O-])[O-].[K+].[K+].C(OCC)(=O)C>CN(C)C=O.CCCCCC>[CH2:1]([C:3]1[S:7][C:6](=[N:8][C:9](=[O:14])[C:10]([F:12])([F:13])[F:11])[N:5]([CH2:20][C:19]2[CH:22]=[CH:23][C:16]([I:15])=[CH:17][CH:18]=2)[N:4]=1)[CH3:2] |f:2.3.4|. Procedure details: To a solution of 5-ethyl-2-trifluoroacetylamino-1,3,4-thiadiazole (22.5 g) and 4-iodobenzyl bromide (32.7 g) in N,N-dimethylformamide (100 ml) was added potassium carbonate (13.8 g), followed by stirring at room temperature overnight. To the reaction mixture, ethyl acetate (500 ml) was added. The resulting mixture was washed three times with 10% aqueous citric acid solution, followed by drying over anhydrous magnesium sulfate. The solvent was then distilled off. The oily substance so obtained wa... The reactants are NC=1C(=NC=CN1)C#N (3-amino-2-pyrazinecarbonitrile), C(C)(C)OCC(=N)N (2-isopropoxyacetamidine), C(C)(=O)OCC (ethyl acetate). Run in C(C)O (ethanol). The product is NC1=NC(=NC2=NC=CN=C12)COC(C)C (4-Amino-2-(isopropoxymethyl)pteridine). As a reaction SMILES: [NH2:1][C:2]1[C:3]([C:8]#[N:9])=[N:4][CH:5]=[CH:6][N:7]=1.[CH:10]([O:13][CH2:14][C:15](N)=[NH:16])([CH3:12])[CH3:11].C(OCC)(=O)C>C(O)C>[NH2:9][C:8]1[C:3]2[C:2](=[N:7][CH:6]=[CH:5][N:4]=2)[N:1]=[C:15]([CH2:14][O:13][CH:10]([CH3:12])[CH3:11])[N:16]=1. Reported procedure: Obtained using the procedure described in section c of Example 2, starting with 8.8 g (0.073 mole) of 3-amino-2-pyrazinecarbonitrile and 13.0 g (0.11 mole) of 2-isopropoxyacetamidine in 295 ml of absolute ethanol. Refluxing time: 4 hours. Yld: 4.5 g (28%), m.p. 139°-141° C. (ethyl acetate).